From a dataset of the Open Reaction Database (ORD), a public repository of structured organic reaction records. describe an organic reaction: reactants, conditions, products, and yield Starting materials: Cc1cccc2c(C(=O)O)cc(-c3ccccc3C(=O)O)nc12, [Na+], [OH-], O, c1ccc2ncccc2c1. Yields the product Cc1cccc2ccc(-c3ccccc3C(=O)O)nc12. As a reaction SMILES: [C:1](=[O:2])([OH:3])[c:4]1[c:5](-[c:10]2[n:11][c:12]3[c:13]([CH3:23])[cH:14][cH:15][cH:16][c:17]3[c:18]([C:20]([OH:21])=[O:22])[cH:19]2)[cH:6][cH:7][cH:8][cH:9]1.[Na+:26].[OH-:25].[OH2:24].[cH:27]1[cH:28][c:29]2[c:30]([n:31][cH:32][cH:33][cH:34]2)[cH:35][cH:36]1>>[C:1](=[O:2])([OH:3])[c:4]1[c:5](-[c:10]2[n:11][c:12]3[c:13]([CH3:23])[cH:14][cH:15][cH:16][c:17]3[cH:18][cH:19]2)[cH:6][cH:7][cH:8][cH:9]1. Reactants: [O-]Cl.[Na+] (NaOCl), solution, C(=O)(O)[O-].[Na+] (NaHCO3), C[C@H](CO)[C@H](C)OC1OCCCC1 ((2R,3S)-2-methyl-3-tetrahydropyranyloxybutanol), CC1(CCCC(N1[O])(C)C)C (TEMPO), [Br-].[Na+] (sodium bromide). Run in CCOC(=O)C (EtOAc), O (H2O), C1(=CC=CC=C1)C (toluene). The product is C[C@H](C=O)[C@H](C)OC1OCCCC1 ((2S,3S)-2-methyl-3-tetrahydropyranyloxybutyraldehyde). Isolated yield 92.3%. RXN SMILES: [O-]Cl.[Na+].C([O-])(O)=O.[Na+].[CH3:9][C@@H:10]([C@@H:13]([O:15][CH:16]1[CH2:21][CH2:20][CH2:19][CH2:18][O:17]1)[CH3:14])[CH2:11][OH:12].CC1(C)N([O])C(C)(C)CCC1.[Br-].[Na+]>O.CCOC(C)=O.C1(C)C=CC=CC=1>[CH3:9][C@@H:10]([C@@H:13]([O:15][CH:16]1[CH2:21][CH2:20][CH2:19][CH2:18][O:17]1)[CH3:14])[CH:11]=[O:12] |f:0.1,2.3,6.7,^1:25|. Procedure: An aqueous NaOCl solution (11 mmol, 5.3 ml of a 12.5% solution) and NaHCO3 (2.43 g, 29 mmol) was added dropwise, over a period of 1 hour, to a cold (0° C.), rapidly stirred (>1000 rpm), biphasic mixture consisting of (2R,3S)-2-methyl-3-tetrahydropyranyloxybutanol (5) (1.88 g, 10 mmol), TEMPO with free radicals (31.25 mg, 2%), sodium bromide (1.029 g, 10 mmol), toluene (30 ml), EtOAc (30 ml) and H2O (5 ml). The aqueous phase was separated and washed with Et2O (50 ml). The combined organic phases ...